Dataset: the Open Reaction Database (ORD), a public repository of structured organic reaction records. Task: describe an organic reaction: reactants, conditions, products, and yield The reactants are N#CC1(NC(=O)C2CC(OS(=O)(=O)c3ccccc3)CN2C(=O)C2(c3ccc(Cl)cc3)CC2)CC1, SCc1ccccc1. The product is N#CC1(NC(=O)C2CC(SCc3ccccc3)CN2C(=O)C2(c3ccc(Cl)cc3)CC2)CC1. RXN SMILES: [c:1]1([S:2]([O:3][CH:11]2[CH2:12][N:13]([C:24](=[O:25])[C:26]3([c:29]4[cH:30][cH:31][c:32]([Cl:35])[cH:33][cH:34]4)[CH2:27][CH2:28]3)[CH:14]([C:16]([NH:17][C:18]3([C:21]#[N:22])[CH2:19][CH2:20]3)=[O:23])[CH2:15]2)(=[O:4])=[O:5])[cH:6][cH:7][cH:8][cH:9][cH:10]1.[c:36]1([CH2:42][SH:43])[cH:37][cH:38][cH:39][cH:40][cH:41]1>>[CH:11]1([S:43][CH2:42][c:36]2[cH:37][cH:38][cH:39][cH:40][cH:41]2)[CH2:12][N:13]([C:24](=[O:25])[C:26]2([c:29]3[cH:30][cH:31][c:32]([Cl:35])[cH:33][cH:34]3)[CH2:27][CH2:28]2)[CH:14]([C:16]([NH:17][C:18]2([C:21]#[N:22])[CH2:19][CH2:20]2)=[O:23])[CH2:15]1. Procedure details: 1.85 g (5.25 mmol) of 2-n-butyl-3-(4-methoxybenzoyl)-5-nitrobenzofuran (from example 3) were dissolved in 5.84 g (26.32 mmol) of tri-n-butylamine hydrochloride at 200° C. After 4 h LC-MS indicated the complete consumption of the starting material and the reaction mixture was cooled to room temperature. After addition of 20 ml of water and 50 ml MTBE the phases were separated, the organic layer was washed once with 25 ml of 1M HCl and 20 ml of water, dried over MgSO4 and evaporated. Flash chromat... Conditions: time 4 hour. The reactants are C(CCC)C=1OC2=C(C1C(C1=CC=C(C=C1)OC)=O)C=C(C=C2)[N+](=O)[O-] (2-n-butyl-3-(4-methoxybenzoyl)-5-nitrobenzofuran), Cl.C(CCC)N(CCCC)CCCC (tri-n-butylamine hydrochloride). Reaction SMILES: [CH2:1]([C:5]1[O:6][C:7]2[CH:23]=[CH:22][C:21]([N+:24]([O-:26])=[O:25])=[CH:20][C:8]=2[C:9]=1[C:10](=[O:19])[C:11]1[CH:16]=[CH:15][C:14]([O:17]C)=[CH:13][CH:12]=1)[CH2:2][CH2:3][CH3:4].Cl.C(N(CCCC)CCCC)CCC>>[CH2:1]([C:5]1[O:6][C:7]2[CH:23]=[CH:22][C:21]([N+:24]([O-:26])=[O:25])=[CH:20][C:8]=2[C:9]=1[C:10](=[O:19])[C:11]1[CH:12]=[CH:13][C:14]([OH:17])=[CH:15][CH:16]=1)[CH2:2][CH2:3][CH3:4] |f:1.2|. The product is C(CCC)C=1OC2=C(C1C(C1=CC=C(C=C1)O)=O)C=C(C=C2)[N+](=O)[O-] (2-n-butyl-3-(4-hydroxybenzoyl)-5-nitrobenzofuran). Reactants: C(N)(=O)CP(OCC)(OCC)=O (diethyl carbamoylmethylphosphonate), FC1=CC=C2CCCC(C2=C1)=O (7-fluoro-1-tetralone), C(C)OP(OCC)(=O)CC(NC1CC1)=O (diethyl(cyclopropylcarbamoyl)methylphosphonate). Run in ethyl acetate hexanes. Product: C1(CC1)NC(/C=C/1\CCCC2=CC=C(C=C12)F)=O ((E)-N-Cyclopropyl-2-(7-fluoro-1,2,3,4-tetrahydro-1-naphthylidene)acetamide). Isolated yield 35.7%. Reaction SMILES: C(CP(=O)(OCC)OCC)(=O)N.[F:13][C:14]1[CH:23]=[C:22]2[C:17]([CH2:18][CH2:19][CH2:20][C:21]2=O)=[CH:16][CH:15]=1.C(OP([CH2:33][C:34](=[O:39])[NH:35][CH:36]1[CH2:38][CH2:37]1)(=O)OCC)C>>[CH:36]1([NH:35][C:34](=[O:39])/[CH:33]=[C:21]2\[CH2:20][CH2:19][CH2:18][C:17]3[C:22]\2=[CH:23][C:14]([F:13])=[CH:15][CH:16]=3)[CH2:38][CH2:37]1. Procedure: This compound was prepared in an analogous manner to Example 27d with the replacement of 6-chloro-1-indanone and diethyl carbamoylmethylphosphonate with 7-fluoro-1-tetralone (7.76 g, 0.05 mol) and diethyl(cyclopropylcarbamoyl)methylphosphonate (11.1 g, 0.05 mol). Chromatography on Silica gel using ethyl acetate:hexanes (1:2) as eluent gave 4.38 g (37%) of (E)-N-Cyclopropyl-2-(7-fluoro-1,2,3,4-tetrahydro-1-naphthylidene)acetamide, m.p., 122.8°-123.3° C.; NMR (DMSO-d6): d 8.00 (d, J=4.0 Hz, 1H), 7... Starting materials: C[Si](C)(C)C=[N+]=[N-], CCCCCC, CO, CC#N, CCN(C(C)C)C(C)C, CC(C)c1ccc(O)c(C(C)C)c1NC(=O)CN1CCN(CCCSc2nc3ccccc3o2)CC1. As a reaction SMILES: [CH3:46][Si:47]([CH:48]=[N+:49]=[N-:50])([CH3:51])[CH3:52].[CH3:53][CH2:54][CH2:55][CH2:56][CH2:57][CH3:58].[CH3:59][OH:60].[CH3:61][C:62]#[N:63].[CH:37]([N:38]([CH2:39][CH3:40])[CH:41]([CH3:42])[CH3:43])([CH3:44])[CH3:45].[o:1]1[c:2]([S:10][CH2:11][CH2:12][CH2:13][N:14]2[CH2:15][CH2:16][N:17]([CH2:20][C:21](=[O:22])[NH:23][c:24]3[c:25]([CH:34]([CH3:35])[CH3:36])[c:26]([OH:33])[cH:27][cH:28][c:29]3[CH:30]([CH3:31])[CH3:32])[CH2:18][CH2:19]2)[n:3][c:4]2[c:5]1[cH:6][cH:7][cH:8][cH:9]2>>[o:1]1[c:2]([S:10][CH2:11][CH2:12][CH2:13][N:14]2[CH2:15][CH2:16][N:17]([CH2:20][C:21](=[O:22])[NH:23][c:24]3[c:25]([CH:34]([CH3:35])[CH3:36])[c:26]([O:33][CH3:37])[cH:27][cH:28][c:29]3[CH:30]([CH3:31])[CH3:32])[CH2:18][CH2:19]2)[n:3][c:4]2[c:5]1[cH:6][cH:7][cH:8][cH:9]2. Yields the product COc1ccc(C(C)C)c(NC(=O)CN2CCN(CCCSc3nc4ccccc4o3)CC2)c1C(C)C.